Dataset: the Open Reaction Database (ORD), a public repository of structured organic reaction records. Task: describe an organic reaction: reactants, conditions, products, and yield Reactants: COC=O, CO[Si](CCCN)(OC)OC. The product is CO[Si](CCCNC=O)(OC)OC. As a reaction SMILES: [CH:12](=[O:13])[O:14][CH3:15].[NH2:1][CH2:2][CH2:3][CH2:4][Si:5]([O:6][CH3:7])([O:8][CH3:9])[O:10][CH3:11]>>[NH:1]([CH2:2][CH2:3][CH2:4][Si:5]([O:6][CH3:7])([O:8][CH3:9])[O:10][CH3:11])[CH:12]=[O:13]. Starting materials: NC1=CC=C2C3C(COC2=C1C(=O)OC)C3 (Methyl (1aRS,7bSR)-5-amino-1,1a,2,7b-tetrahydrocyclopropa[c]chromene-4-carboxylate), NC1=CC=C2C3C(COC2=C1C(=O)OC)C3 (Methyl (1aRS,7bSR)-5-amino-1,1a,2,7b-tetrahydrocyclopropa[c]chromene-4-carboxylate), O.[OH-].[Li+] (lithium hydroxide monohydrate). Yields the product NC1=CC=C2C3C(COC2=C1C(=O)O)C3 ((1aRS,7bSR)-5-amino-1,1a,2,7b-tetrahydro-cyclopropa-[c]chromene-4-carboxylic acid). Reported procedure: A mixture of methyl (1aRS,7bSR)-5-amino-1,1a,2,7b-tetrahydrocyclopropa[c]chromene-4-carboxylate (Intermediate 42, 1.0 g) and lithium hydroxide monohydrate (0.96 g) in dioxane (16 mL) and water (14 mL) was stirred and heated at 90° C. for 1 hour. After cooling, the mixture was concentrated under vacuum and the residue was diluted with water and neutralised to pH7 with formic acid. The mixture was then extracted with ethyl acetate, dried (Na2SO4) and filtered and the filtrate was evaporated to dry... Solvent: O1CCOCC1 (dioxane), O (water). The yield is 103.6%. Reaction conditions: temperature 90 celsius. RXN SMILES: [NH2:1][C:2]1[C:11]([C:12]([O:14]C)=[O:13])=[C:10]2[C:5]([CH:6]3[CH2:16][CH:7]3[CH2:8][O:9]2)=[CH:4][CH:3]=1.O.[OH-].[Li+]>O1CCOCC1.O>[NH2:1][C:2]1[C:11]([C:12]([OH:14])=[O:13])=[C:10]2[C:5]([CH:6]3[CH2:16][CH:7]3[CH2:8][O:9]2)=[CH:4][CH:3]=1 |f:1.2.3|.